From a dataset of the Open Reaction Database (ORD), a public repository of structured organic reaction records. describe an organic reaction: reactants, conditions, products, and yield Starting materials: CN(C=O)C (dimethylformamide), Cl.ClC(C1=NC=CC=C1C)C1=C(C=CC(=C1)F)F (2-[chloro-(2,5-difluorophenyl)methyl]-3-methylpyridine hydrochloride), ClC1=CC=C(C=C1)S (4-chlorobenzenethiol), C([O-])([O-])=O.[K+].[K+] (potassium carbonate). Solvent: C(C)OCC (diethyl ether). Conditions: temperature 50 celsius, time 1 hour. Yields the product ClC1=CC=C(C=C1)SC(C1=NC=CC=C1C)C1=C(C=CC(=C1)F)F (2-[[(4-Chlorophenyl)thio]-(2,5-difluorophenyl)methyl]-3-methylpyridine). Reaction SMILES: CN(C)C=O.Cl.Cl[CH:8]([C:16]1[CH:21]=[C:20]([F:22])[CH:19]=[CH:18][C:17]=1[F:23])[C:9]1[C:14]([CH3:15])=[CH:13][CH:12]=[CH:11][N:10]=1.[Cl:24][C:25]1[CH:30]=[CH:29][C:28]([SH:31])=[CH:27][CH:26]=1.C(=O)([O-])[O-].[K+].[K+]>C(OCC)C>[Cl:24][C:25]1[CH:30]=[CH:29][C:28]([S:31][CH:8]([C:16]2[CH:21]=[C:20]([F:22])[CH:19]=[CH:18][C:17]=2[F:23])[C:9]2[C:14]([CH3:15])=[CH:13][CH:12]=[CH:11][N:10]=2)=[CH:27][CH:26]=1 |f:1.2,4.5.6|. Procedure details: To a dimethylformamide (5 ml) solution of the 2-[chloro-(2,5-difluorophenyl)methyl]-3-methylpyridine hydrochloride (94 mg, 0.32 mmol) obtained in Referential Example 14 were added 4-chlorobenzenethiol (70 mg, 0.49 mmol) and potassium carbonate (265 mg, 1.92 mmol) under a nitrogen atmosphere. The resulting mixture was stirred at 50° C. for 1 hour. After cooling to room temperature, diethyl ether (50 ml) was added to the reaction mixture. The resulting mixture was washed with water and brine. The ...